Dataset: the Open Reaction Database (ORD), a public repository of structured organic reaction records. Task: describe an organic reaction: reactants, conditions, products, and yield Starting materials: C(C)OC(CCCCCCN1C=CC=2C1=NC(=C(N2)C2=CC=C(C=C2)C)C2=CC=C(C=C2)C)=O (7-(2,3-di-p-tolyl-pyrrolo[2,3-b]pyrazin-5-yl)-heptanoic acid ethyl ester), C(C)OC(CCCCCCN1C=CC=2C1=NC(=C(N2)C2=CC=C(C=C2)C)C2=CC=C(C=C2)C)=O (7-(2,3-di-p-tolyl-pyrrolo[2,3-b]pyrazin-5-yl)-heptanoic acid ethyl ester), BrN1C(CCC1=O)=O (N-bromosuccinimide). Yields the product BrC1=CN(C2=NC(=C(N=C21)C2=CC=C(C=C2)C)C2=CC=C(C=C2)C)CCCCCCC(=O)OCC (Ethyl 7-(7-bromo-2,3-di-p-tolyl-5H-pyrrolo[2,3-b]pyrazin-5-yl)heptanoate). Solvent: C(Cl)Cl (DCM), C(Cl)Cl (DCM). As a reaction SMILES: [CH2:1]([O:3][C:4](=[O:34])[CH2:5][CH2:6][CH2:7][CH2:8][CH2:9][CH2:10][N:11]1[C:15]2=[N:16][C:17]([C:27]3[CH:32]=[CH:31][C:30]([CH3:33])=[CH:29][CH:28]=3)=[C:18]([C:20]3[CH:25]=[CH:24][C:23]([CH3:26])=[CH:22][CH:21]=3)[N:19]=[C:14]2[CH:13]=[CH:12]1)[CH3:2].[Br:35]N1C(=O)CCC1=O>C(Cl)Cl>[Br:35][C:13]1[C:14]2[C:15](=[N:16][C:17]([C:27]3[CH:28]=[CH:29][C:30]([CH3:33])=[CH:31][CH:32]=3)=[C:18]([C:20]3[CH:21]=[CH:22][C:23]([CH3:26])=[CH:24][CH:25]=3)[N:19]=2)[N:11]([CH2:10][CH2:9][CH2:8][CH2:7][CH2:6][CH2:5][C:4]([O:3][CH2:1][CH3:2])=[O:34])[CH:12]=1. Reported procedure: 7-(2,3-Di-p-tolyl-pyrrolo[2,3-b]pyrazin-5-yl)-heptanoic acid ethyl ester (Intermediate B) (135 mg, 0.296 mmol) in DCM (5 ml) was treated with N-bromosuccinimide (52.7 mg, 0.296 mmol) and the reaction mixture was stirred at room temperature for 16 hours. The mixture was diluted with DCM (50 ml) and washed with water (×2), brine (×1) and the organic solvent was removed under reduced pressure. Purification of the crude product by chromatography on silica using a gradient from 0-10% EtOAc in iso-hex... Run at time 16 hour.